This data is from the Open Reaction Database (ORD), a public repository of structured organic reaction records. The task is: describe an organic reaction: reactants, conditions, products, and yield Conditions: time 8 hour. Solvent: ClCCl (dichloromethane), ClCCl (dichloromethane). Product: C(C1=CC=CC=C1)NC(NCC1(CC1)C(=O)N[C@H](C(=O)N(CC1=CC=CC2=CC=CC=C12)CC(OCC)OCC)CC1=CC=C(C=C1)OC(C)(C)C)=O ((S)-1-((3-benzylureido)methyl)-N-(3-(4-tert-butoxyphenyl)-1-((2,2-diethoxyethyl)(naphthalen-1-ylmethyl)amino)-1-oxopropan-2-yl)cyclopropanecarboxamide). Reaction SMILES: [CH2:1]([NH:8][C:9](=[O:18])[NH:10][CH2:11][C:12]1([C:15]([OH:17])=O)[CH2:14][CH2:13]1)[C:2]1[CH:7]=[CH:6][CH:5]=[CH:4][CH:3]=1.OC1C2N=NNC=2C=CC=1.C(N=C=NCCCN(C)C)C.[NH2:40][C@@H:41]([CH2:64][C:65]1[CH:70]=[CH:69][C:68]([O:71][C:72]([CH3:75])([CH3:74])[CH3:73])=[CH:67][CH:66]=1)[C:42]([N:44]([CH2:56][CH:57]([O:61][CH2:62][CH3:63])[O:58][CH2:59][CH3:60])[CH2:45][C:46]1[C:55]2[C:50](=[CH:51][CH:52]=[CH:53][CH:54]=2)[CH:49]=[CH:48][CH:47]=1)=[O:43]>ClCCl.CN(C)C1C=CN=CC=1>[CH2:1]([NH:8][C:9](=[O:18])[NH:10][CH2:11][C:12]1([C:15]([NH:40][C@@H:41]([CH2:64][C:65]2[CH:70]=[CH:69][C:68]([O:71][C:72]([CH3:74])([CH3:73])[CH3:75])=[CH:67][CH:66]=2)[C:42]([N:44]([CH2:56][CH:57]([O:61][CH2:62][CH3:63])[O:58][CH2:59][CH3:60])[CH2:45][C:46]2[C:55]3[C:50](=[CH:51][CH:52]=[CH:53][CH:54]=3)[CH:49]=[CH:48][CH:47]=2)=[O:43])=[O:17])[CH2:13][CH2:14]1)[C:2]1[CH:3]=[CH:4][CH:5]=[CH:6][CH:7]=1. Yield: 96.8%. Reagents/catalysts: CN(C1=CC=NC=C1)C (4-dimethylaminopyridine). Reactants: C(C1=CC=CC=C1)NC(NCC1(CC1)C(=O)O)=O (1-((3-benzylureido)methyl)cyclopropanecarboxylic acid), OC1=CC=CC=2NN=NC21 (hydroxybenzotriazol), C(C)N=C=NCCCN(C)C (1-ethyl-3-(3-dimethylaminopropyl)carbodiimide), N[C@H](C(=O)N(CC1=CC=CC2=CC=CC=C12)CC(OCC)OCC)CC1=CC=C(C=C1)OC(C)(C)C ((S)-2-amino-3-(4-tert-butoxyphenyl)-N-(2,2-diethoxyethyl)-N-(naphthalen-1-ylmethyl)propanamide). Reported procedure: To a solution of 1-((3-benzylureido)methyl)cyclopropanecarboxylic acid (Compound VI-1) (182 mg, 0.77 mmol), hydroxybenzotriazol (126 mg, 0.51 mmol) and 1-ethyl-3-(3-dimethylaminopropyl)carbodiimide (98 mg, 0.51 mmol) in dichloromethane (1.5 ml) was added a solution of (S)-2-amino-3-(4-tert-butoxyphenyl)-N-(2,2-diethoxyethyl)-N-(naphthalen-1-ylmethyl)propanamide (Compound IV-2) (125 mg, 0.25 mmol) and 4-dimethylaminopyridine (16 mg, 0.13 mmol) in dichloromethane (1.5 ml) and the mixture was stirr... Reactants: Cl.Cl.OC1=NC(=NC(=C1N)N)N (4-Hydroxy-2,5,6-triaminopyrimidine 2HCl), phenylhydrazone, SCCO (mercaptoethyl alcohol), II (iodine), [I-].[K+] (potassium iodide). The reagents and catalysts are [Fe-3](C#N)(C#N)(C#N)(C#N)(C#N)C#N.[K+].[K+].[K+] (potassium ferricyanide). Solvent: O (water), O (water), CO (methanol), CO (methanol), O (water), C(=O)O (formic acid). Reaction conditions: time 1 hour. Product: C[C@@H]([C@@H](C1=CN=C2C(=N1)C(=O)N=C(N2)N)O)O (l-biopterin). As a reaction SMILES: Cl.Cl.[OH:3][C:4]1[C:9]([NH2:10])=[C:8]([NH2:11])[N:7]=[C:6]([NH2:12])[N:5]=1.S[CH2:14][CH2:15][OH:16].II.[I-].[K+]>O.[Fe-3](C#N)(C#N)(C#N)(C#N)(C#N)C#N.[K+].[K+].[K+].C(O)=O.CO>[CH3:14][C@H:15]([OH:16])[C@H:4]([OH:3])[C:9]1[N:10]=[C:9]2[C:4]([N:5]=[C:6]([NH2:12])[NH:7][C:8]2=[N:11][CH:8]=1)=[O:3] |f:0.1.2,5.6,8.9.10.11|. Procedure: 4-Hydroxy-2,5,6-triaminopyrimidine 2HCl (18.0 g, 0.084 mol) was suspended in a mixed solution (540 ml) of methanol and water (3:2), to which was added dropwise mercaptoethyl alcohol (1.0 ml) and then a solution of the crude phenylhydrazone (18.9 g) as previously prepared in a mixed solution (200 ml) of methanol and water (3:2) was poured into the suspension. The mixture was stirred in an argon atmosphere at room temperature for 1 hour and then stirred under heat at 60°-70° C. for 40 minutes. The... Reported procedure: The title compound is prepared in analogy to 4-(2-tert-butoxycarbonyl-ethyl)-3,5-dimethyl-benzoic acid starting from 4-hydroxy-2-methoxy-benzoic acid methyl ester; LC-MS: tR=0.94 min, [M+1]+=281.23; 1H NMR (CDCl3): δ 1.34 (s, 9 H), 2.40-2.47 (m, 2 H), 2.76-2.85 (m, 2 H), 3.83 (s, 3 H), 7.21-7.28 (dd, J=7.6, 3.2 Hz, 1 H), 7.41-7.49 (m, 2 H). Yields the product C(C)(C)(C)OC(=O)CCC1=CC(=C(C(=O)O)C=C1)OC (4-(2-tert-Butoxycarbonyl-ethyl)-2-methoxy-benzoic acid). Reaction SMILES: [C:1]([O:5][C:6]([CH2:8][CH2:9][C:10]1[C:18](C)=[CH:17][C:13]([C:14]([OH:16])=[O:15])=[CH:12][C:11]=1C)=[O:7])([CH3:4])([CH3:3])[CH3:2].[CH3:21][O:22]C(=O)C1C=CC(O)=CC=1OC>>[C:1]([O:5][C:6]([CH2:8][CH2:9][C:10]1[CH:11]=[CH:12][C:13]([C:14]([OH:16])=[O:15])=[C:17]([O:22][CH3:21])[CH:18]=1)=[O:7])([CH3:2])([CH3:3])[CH3:4]. Starting materials: C(C)(C)(C)OC(=O)CCC1=C(C=C(C(=O)O)C=C1C)C (4-(2-tert-butoxycarbonyl-ethyl)-3,5-dimethyl-benzoic acid), COC(C1=C(C=C(C=C1)O)OC)=O (4-hydroxy-2-methoxy-benzoic acid methyl ester). The reactants are FC(S(=O)(=O)OC1=CC=C(C=C1)C1=NC(=C(N=C1C)C)C(N)=O)(F)F (4-(6-carbamoyl-3,5-dimethylpyrazin-2-yl)phenyl trifluoromethanesulfonate), FC(S(=O)(=O)OC1=CC=C(C=C1)C1=NC(=C(N=C1C)C)C(N)=O)(F)F (4-(6-carbamoyl-3,5-dimethylpyrazin-2-yl)phenyl trifluoromethanesulfonate), ClC=1C=C(C=CC1B1OC(C(O1)(C)C)(C)C)C1(CCC1)C(=O)OC (methyl 1-(3-chloro-4-(4,4,5,5-tetramethyl-1,3,2-dioxaborolan-2-yl)phenyl)cyclobutanecarboxylate), ClC=1C=C(C=CC1B1OC(C(O1)(C)C)(C)C)C1(CCC1)C(=O)OC (methyl 1-(3-chloro-4-(4,4,5,5-tetramethyl-1,3,2-dioxaborolan-2-yl)phenyl)cyclobutanecarboxylate), P(=O)([O-])([O-])[O-].[K+].[K+].[K+] (potassium phosphate), CO (MeOH). The reagents and catalysts are C1=CC=C(C=C1)P([C-]2C=CC=C2)C3=CC=CC=C3.C1=CC=C(C=C1)P([C-]2C=CC=C2)C3=CC=CC=C3.Cl[Pd]Cl.[Fe+2].C(Cl)Cl (PdCl2(dppf) DCM). The solvent is COCCOC (DME), O (water). Reaction conditions: temperature 90 celsius. Yields the product C(N)(=O)C1=C(N=C(C(=N1)C1=CC=C(C=C1)C1=C(C=C(C=C1)C1(CCC1)C(=O)OC)Cl)C)C (methyl 1-(4′-(6-carbamoyl-3,5-dimethylpyrazin-2-yl)-2-chlorobiphenyl-4-yl)cyclobutanecarboxylate). Yield: 69.0%. RXN SMILES: FC(F)(F)S(O[C:7]1[CH:12]=[CH:11][C:10]([C:13]2[C:18]([CH3:19])=[N:17][C:16]([CH3:20])=[C:15]([C:21](=[O:23])[NH2:22])[N:14]=2)=[CH:9][CH:8]=1)(=O)=O.[Cl:26][C:27]1[CH:28]=[C:29]([C:42]2([C:46]([O:48][CH3:49])=[O:47])[CH2:45][CH2:44][CH2:43]2)[CH:30]=[CH:31][C:32]=1B1OC(C)(C)C(C)(C)O1.P([O-])([O-])([O-])=O.[K+].[K+].[K+].CO>COCCOC.C1C=CC(P(C2C=CC=CC=2)[C-]2C=CC=C2)=CC=1.C1C=CC(P(C2C=CC=CC=2)[C-]2C=CC=C2)=CC=1.Cl[Pd]Cl.[Fe+2].C(Cl)Cl.O>[C:21]([C:15]1[N:14]=[C:13]([C:10]2[CH:11]=[CH:12][C:7]([C:32]3[CH:31]=[CH:30][C:29]([C:42]4([C:46]([O:48][CH3:49])=[O:47])[CH2:45][CH2:44][CH2:43]4)=[CH:28][C:27]=3[Cl:26])=[CH:8][CH:9]=2)[C:18]([CH3:19])=[N:17][C:16]=1[CH3:20])(=[O:23])[NH2:22] |f:2.3.4.5,8.9.10.11.12|. Procedure details: A solution of 4-(6-carbamoyl-3,5-dimethylpyrazin-2-yl)phenyl trifluoromethanesulfonate (Intermediate 7-4; 289 mg, 0.77 mmol) and methyl 1-(3-chloro-4-(4,4,5,5-tetramethyl-1,3,2-dioxaborolan-2-yl)phenyl)cyclobutanecarboxylate (Intermediate 7-2; 270 mg, 0.77 mmol) and potassium phosphate, tri-basic (196 mg, 0.92 mmol) in DME (10 mL), MeOH (5 mL) and water (2.5 mL) was thoughroughly degassed. The mixture was treated with PdCl2(dppf)-DCM adduct (31.4 mg, 0.04 mmol), degassed again and the atmosphere... Starting materials: C(C#CC)O (2-butyn-1-ol), [H-].[Na+] (sodium hydride), [H-].[Na+] (sodium hydride), solution, ClC1=NC=NC(=C1C)Cl (4,6-dichloro-5-methylpyrimidine), [Cl-].[NH4+] (ammonium chloride), solution, CC(C(C)O)C (3-methyl-2-butanol), solution. The product is C(C#CC)OC1=NC=NC(=C1C)OC(C(C)C)C (4-(2-butynyloxy)-6-(1,2-dimethylpropyloxy)-5-methylpyrimidine). As a reaction SMILES: [H-].[Na+].[CH3:3][CH:4]([CH3:8])[CH:5]([OH:7])[CH3:6].Cl[C:10]1[C:15]([CH3:16])=[C:14](Cl)[N:13]=[CH:12][N:11]=1.[CH2:18]([OH:22])[C:19]#[C:20][CH3:21].[Cl-].[NH4+]>O1CCCC1>[CH2:18]([O:22][C:10]1[C:15]([CH3:16])=[C:14]([O:7][CH:5]([CH3:6])[CH:4]([CH3:8])[CH3:3])[N:13]=[CH:12][N:11]=1)[C:19]#[C:20][CH3:21] |f:0.1,5.6|. Solvent: O1CCCC1 (tetrahydrofuran), O1CCCC1 (tetrahydrofuran), O1CCCC1 (tetrahydrofuran). Yield: 65.6%. Reported procedure: In 2 ml of tetrahydrofuran was suspended 0.06 g of sodium hydride (60% in oil), to which 0.3 ml of a solution containing 0.11 g of 3-methyl-2-butanol was added dropwise at 0° C., followed by stirring for 10 minutes. To this was added dropwise 0.3 ml of a solution containing 0.20 g of 4,6-dichloro-5-methylpyrimidine in tetrahydrofuran, followed by stirring at the same temperature for 5 hours. To this was added dropwise 0.3 ml of a solution containing 0.10 g of 2-butyn-1-ol in tetrahydrofuran and ... Run at time 10 minute. The reactants are CC[C@H]1C[C@@H]([C@@]2([C@H]([C@H]([C@H]([C@@H](O2)C[C@@H]([C@@H](C)CC/C=C/C=C(\C)/[C@@H]3C/C=C\C=C/[C@@H]([C@@H]([C@@H]4[C@@H](CC[C@@](O4)(C)OC)C(=O)N[C@H](C(=O)N[C@H](C(=O)N5CCC[C@@H](N5)C(=O)O3)CC6=CC(=CC=C6)O)C(C)C)C)O)O)C)O)C)NC1=O)C (sanglifehrin C), S(O)(O)(=O)=O (sulfuric acid). The solvent is C1CCOC1.O (THF water). Run at time 1.5 hour. The product is CC[C@H]1C[C@@H]([C@@]2([C@H]([C@H]([C@H]([C@@H](O2)C[C@@H]([C@@H](C)CC/C=C/C=C(\C)/[C@@H]3C/C=C/C=C/[C@@H]([C@@H]([C@H]([C@H](C(=O)N[C@H](C(=O)N[C@H](C(=O)N4CCC[C@H](N4)C(=O)O3)CC=5C=CC=C(C5)O)C(C)C)CCC(=O)C)O)C)O)O)C)O)C)NC1=O)C (sanglifehrin A). Reaction SMILES: [CH3:1][CH2:2][C@@H:3]1[C:77](=[O:78])[NH:76][C@@:6]2([O:11][C@@H:10]([CH2:12][C@H:13]([OH:72])[C@H:14]([CH2:16][CH2:17]/[CH:18]=[CH:19]/[CH:20]=[C:21](/[C@H:23]3[O:58][C:56](=[O:57])[C@@H:54]4[NH:55][N:50]([CH2:51][CH2:52][CH2:53]4)[C:48](=[O:49])[C@H:47]([CH2:59][C:60]4[CH:65]=[CH:64][CH:63]=[C:62]([OH:66])[CH:61]=4)[NH:46][C:44](=[O:45])[C@H:43]([CH:67]([CH3:69])[CH3:68])[NH:42][C:40](=[O:41])[C@@H:32]4[CH2:33][CH2:34][C@:35]([O:38]C)([CH3:37])[O:36][C@@H:31]4[C@@H:30]([CH3:70])[C@@H:29]([OH:71])[CH:28]=[CH:27][CH:26]=[CH:25][CH2:24]3)\[CH3:22])[CH3:15])[C@H:9]([CH3:73])[C@H:8]([OH:74])[C@@H:7]2[CH3:75])[C@@H:5]([CH3:79])[CH2:4]1.S(=O)(=O)(O)O>C1COCC1.O>[CH3:1][CH2:2][C@@H:3]1[C:77](=[O:78])[NH:76][C@@:6]2([O:11][C@@H:10]([CH2:12][C@H:13]([OH:72])[C@H:14]([CH2:16][CH2:17]/[CH:18]=[CH:19]/[CH:20]=[C:21](/[C@H:23]3[O:58][C:56](=[O:57])[C@H:54]4[NH:55][N:50]([CH2:51][CH2:52][CH2:53]4)[C:48](=[O:49])[C@H:47]([CH2:59][C:60]4[CH:65]=[CH:64][CH:63]=[C:62]([OH:66])[CH:61]=4)[NH:46][C:44](=[O:45])[C@H:43]([CH:67]([CH3:68])[CH3:69])[NH:42][C:40](=[O:41])[C@H:32]([CH2:33][CH2:34][C:35]([CH3:37])=[O:38])[C@H:31]([OH:36])[C@@H:30]([CH3:70])[C@@H:29]([OH:71])[CH:28]=[CH:27][CH:26]=[CH:25][CH2:24]3)\[CH3:22])[CH3:15])[C@H:9]([CH3:73])[C@H:8]([OH:74])[C@@H:7]2[CH3:75])[C@@H:5]([CH3:79])[CH2:4]1 |f:2.3|. Procedure: A solution of 550 mg (0.50 mmol) of sanglifehrin C in 5 mL of 4:1 THF-water is treated with 0.5 mL of 2N aqueous sulfuric acid and stirred for 1.5 h. The reaction is quenched with saturated aqueous sodium bicarbonate and the resulting mixture is extracted twice with ethyl acetate. The organic solution is washed with saturated aqueous sodium bicarbonate solution and twice with saturated brine, dried over anhydrous sodium sulfate, filtered and concentrated under reduced pressure. The residue is pu... The reactants are aqueous solution, CNC (dimethylamine), ClCCCCCS(=O)(=O)Cl (5-chloropentanesulfonyl chloride). Solvent: C(C)OCC (diethyl ether). Yields the product CN(S(=O)(=O)CCCCCCl)C (N,N-dimethyl-5-chloropentanesulfonamide). Isolated yield 95.1%. RXN SMILES: [CH3:1][NH:2][CH3:3].[Cl:4][CH2:5][CH2:6][CH2:7][CH2:8][CH2:9][S:10](Cl)(=[O:12])=[O:11]>C(OCC)C>[CH3:1][N:2]([CH3:3])[S:10]([CH2:9][CH2:8][CH2:7][CH2:6][CH2:5][Cl:4])(=[O:12])=[O:11]. Reported procedure: A 50% aqueous solution of dimethylamine (5.95 g, 66 mmol) was added dropwise to a solution of diethyl ether (60 ml) and 5-chloropentanesulfonyl chloride (6.15 g, 30 mmol) with stirring under ice-cooling. Thereafter, the mixture was stirred at the same temperature for 20 minutes. The reaction solution was washed twice with water (10 ml) and then with brine (10 ml), and thereafter dried over anhydrous magnesium sulfate. Subsequently, the solvent was removed by evaporation in vacuo. The crude produ... The reactants are Cl (HCl), C(#N)C=1C(=CC(=NC1)NC(=O)N1CCCC=2C=C(C(=NC12)C(OC)OC)C1CCN(CC1)C(=O)OC(C)(C)C)OC(C)C (tert-butyl 4-(8-((5-cyano-4-isopropoxypyridin-2-yl)carbamoyl)-2-(dimethoxymethyl)-5,6,7,8-tetrahydro-1,8-naphthyridin-3-yl)piperidine-1-carboxylate), C(#N)C=1C(=CC(=NC1)NC(=O)N1CCCC=2C=C(C(=NC12)C(OC)OC)C1CCN(CC1)C(=O)OC(C)(C)C)OC(C)C (tert-butyl 4-(8-((5-cyano-4-isopropoxypyridin-2-yl)carbamoyl)-2-(dimethoxymethyl)-5,6,7,8-tetrahydro-1,8-naphthyridin-3-yl)piperidine-1-carboxylate), Cl (HCl). Run in O1CCOCC1 (dioxane), O1CCOCC1 (dioxane), C(=O)(O)[O-].[Na+] (NaHCO3). Conditions: time 3 hour. The product is C(#N)C=1C(=CC(=NC1)NC(=O)N1CCCC2=CC(=C(N=C12)C=O)C1CCNCC1)OC(C)C (N-(5-cyano-4-isopropoxypyridin-2-yl)-7-formyl-6-(piperidin-4-yl)-3,4-dihydro-1,8-naphthyridine-1(2H)-carboxamide). As a reaction SMILES: [C:1]([C:3]1[C:4]([O:40][CH:41]([CH3:43])[CH3:42])=[CH:5][C:6]([NH:9][C:10]([N:12]2[C:21]3[N:20]=[C:19]([CH:22](OC)[O:23]C)[C:18]([CH:27]4[CH2:32][CH2:31][N:30](C(OC(C)(C)C)=O)[CH2:29][CH2:28]4)=[CH:17][C:16]=3[CH2:15][CH2:14][CH2:13]2)=[O:11])=[N:7][CH:8]=1)#[N:2].Cl>O1CCOCC1.C([O-])(O)=O.[Na+]>[C:1]([C:3]1[C:4]([O:40][CH:41]([CH3:43])[CH3:42])=[CH:5][C:6]([NH:9][C:10]([N:12]2[C:21]3[C:16](=[CH:17][C:18]([CH:27]4[CH2:32][CH2:31][NH:30][CH2:29][CH2:28]4)=[C:19]([CH:22]=[O:23])[N:20]=3)[CH2:15][CH2:14][CH2:13]2)=[O:11])=[N:7][CH:8]=1)#[N:2] |f:3.4|. Procedure details: A mixture of tert-butyl 4-(8-((5-cyano-4-isopropoxypyridin-2-yl)carbamoyl)-2-(dimethoxymethyl)-5,6,7,8-tetrahydro-1,8-naphthyridin-3-yl)piperidine-1-carboxylate (intermediate 338, 55 mg) and 4N HCl in dioxane (0.35 ml) was stirred at room temperature. After 3 h, additional 4N HCl in dioxane (0.15 ml) was added. After 5 h, the reaction mixture was diluted with sat. aq. NaHCO3 and extracted with DCM (3×). The combined organic phases were dried over Na2SO4 and evaporated. The residue was triturated... Reactants: N#CN.[Na] (monosodium cyanamide), C1(=CC=CC=C1)N=C=S (phenylisothiocyanate). The solvent is C(C)O (ethanol). Product: C(#N)NC(=S)NC1=CC=CC=C1 (N-cyano-N'-phenylthiourea). Isolated yield 76.7%. Reaction SMILES: [N:1]#[C:2][NH2:3].[Na].[C:5]1([N:11]=[C:12]=[S:13])[CH:10]=[CH:9][CH:8]=[CH:7][CH:6]=1>C(O)C>[C:2]([NH:3][C:12]([NH:11][C:5]1[CH:10]=[CH:9][CH:8]=[CH:7][CH:6]=1)=[S:13])#[N:1] |f:0.1,^1:3|. Procedure details: To a suspension of monosodium cyanamide (6.4 g, 100 mmol) in absolute ethanol (170 mL), phenylisothiocyanate (12.5 mL, 104.5 mmol) was added slowly with stirring at room temperature. The reaction was allowed to stir at room temperature for 1 hour and then heated at 75° C. for 4 hours. The reaction was cooled to room temperature and the colorless solid was filtered and washed with ethanol to give the title A compound (13.6 g), m.p. >250° C. The reactants are C(C)(C)(C)OC(=O)N1CCNC2=C(C1)C=C(C=N2)Br (7-bromo-1,2,3,5-tetrahydro-pyrido[2,3-e][1,4]diazepine-4-carboxylic acid tert-butyl ester), CN(C(C=C)=O)CC=1OC2=C(C1C)C=CC=C2 (N-methyl-N-(3-methylbenzofuran-2-ylmethyl)acrylamide), C(C)N(C(C)C)C(C)C ((i-Pr)2EtN), CC1=C(C=CC=C1)P(C2=C(C=CC=C2)C)C3=C(C=CC=C3)C (P(o-tol)3). The reagents and catalysts are CC(=O)[O-].CC(=O)[O-].[Pd+2] (Pd(OAc)2). Solvent: C(CC)#N (propionitrile), CN(C)C=O (DMF), CCOC(=O)C (EtOAc). Run at time 5 minute. Yields the product C(C)(C)(C)OC(=O)N1CCNC2=C(C1)C=C(C=N2)\C=C\C(N(CC=2OC1=C(C2C)C=CC=C1)C)=O ((E)-7-{2-[Methyl-(3-methylbenzofuran-2-ylmethyl)carbamoyl]vinyl}-1,2,3,5-tetrahydro-pyrido[2,3-e][1,4]diazepine-4-carboxylic acid tert-butyl ester). The yield is 63.0%. RXN SMILES: [C:1]([O:5][C:6]([N:8]1[CH2:14][C:13]2[CH:15]=[C:16](Br)[CH:17]=[N:18][C:12]=2[NH:11][CH2:10][CH2:9]1)=[O:7])([CH3:4])([CH3:3])[CH3:2].[CH3:20][N:21]([CH2:26][C:27]1[O:28][C:29]2[CH:36]=[CH:35][CH:34]=[CH:33][C:30]=2[C:31]=1[CH3:32])[C:22](=[O:25])[CH:23]=[CH2:24].C(N(C(C)C)C(C)C)C.CC1C=CC=CC=1P(C1C=CC=CC=1C)C1C=CC=CC=1C>C(#N)CC.CN(C=O)C.CCOC(C)=O.CC([O-])=O.CC([O-])=O.[Pd+2]>[C:1]([O:5][C:6]([N:8]1[CH2:14][C:13]2[CH:15]=[C:16](/[CH:24]=[CH:23]/[C:22](=[O:25])[N:21]([CH3:20])[CH2:26][C:27]3[O:28][C:29]4[CH:36]=[CH:35][CH:34]=[CH:33][C:30]=4[C:31]=3[CH3:32])[CH:17]=[N:18][C:12]=2[NH:11][CH2:10][CH2:9]1)=[O:7])([CH3:4])([CH3:3])[CH3:2] |f:7.8.9|. Reported procedure: A solution of 7-bromo-1,2,3,5-tetrahydro-pyrido[2,3-e][1,4]diazepine-4-carboxylic acid tert-butyl ester (0.53 g, 1.6 mmol) and N-methyl-N-(3-methylbenzofuran-2-ylmethyl)acrylamide (0.41 g, 1.8 mmol) in propionitrile (8.0 mL) and DMF (2.0 mL) was de-oxygenated with Ar for 10 min. The mixture was treated with (i-Pr)2EtN (0.62 mL, 3.5 mmol) and was de-oxygenated with Ar for 5 min. Pd(OAc)2 (36 mg, 0.16 mmol) and P(o-tol)3 (100 mg, 0.33 mmol) were added simultaneously, and the mixture was de-oxygena...